This data is from the Open Reaction Database (ORD), a public repository of structured organic reaction records. The task is: describe an organic reaction: reactants, conditions, products, and yield As a reaction SMILES: [C:10](=[O:11])([O:12][C:13]([CH3:14])([CH3:15])[CH3:16])[N:17]1[CH2:18][CH2:19][NH:20][CH2:21][CH2:22]1.[CH3:57][C:58]([CH3:59])([O-:60])[CH3:61].[CH3:72][c:73]1[cH:74][cH:75][cH:76][cH:77][cH:78]1.[CH:23]1([P:24]([CH:25]2[CH2:26][CH2:27][CH2:28][CH2:29][CH2:30]2)[c:31]2[cH:32][cH:33][cH:34][cH:35][c:36]2-[c:37]2[c:38]([CH:39]([CH3:40])[CH3:41])[cH:42][c:43]([CH:44]([CH3:45])[CH3:46])[cH:47][c:48]2[CH:49]([CH3:50])[CH3:51])[CH2:52][CH2:53][CH2:54][CH2:55][CH2:56]1.[Cl:1][c:2]1[n:3][cH:4][c:5]([CH3:9])[n:6][c:7]1[CH3:8].[Na+:62].[O-:64][C:65]([CH3:66])=[O:67].[O-:68][C:69]([CH3:70])=[O:71].[Pd+2:63]>>[c:2]1([N:20]2[CH2:19][CH2:18][N:17]([C:10](=[O:11])[O:12][C:13]([CH3:14])([CH3:15])[CH3:16])[CH2:22][CH2:21]2)[n:3][cH:4][c:5]([CH3:9])[n:6][c:7]1[CH3:8]. Yields the product Cc1cnc(N2CCN(C(=O)OC(C)(C)C)CC2)c(C)n1. Starting materials: CC(C)(C)OC(=O)N1CCNCC1, CC(C)(C)[O-], Cc1ccccc1, CC(C)c1cc(C(C)C)c(-c2ccccc2P(C2CCCCC2)C2CCCCC2)c(C(C)C)c1, Cc1cnc(Cl)c(C)n1, [Na+], CC(=O)[O-], CC(=O)[O-], [Pd+2]. Reactants: COc1cc(OC)c2c(c1)OC(C(F)(F)F)C(C(=O)O)=C2, CC(=O)O, ClCl. Product: COc1cc2c(c(OC)c1Cl)C=C(C(=O)O)C(C(F)(F)F)O2. RXN SMILES: [CH3:1][O:2][c:3]1[c:4]2[c:9]([cH:10][c:11]([O:13][CH3:14])[cH:12]1)[O:8][CH:7]([C:15]([F:16])([F:17])[F:18])[C:6]([C:19](=[O:20])[OH:21])=[CH:5]2.[CH3:24][C:25](=[O:26])[OH:27].[Cl:22][Cl:23]>>[CH3:1][O:2][c:3]1[c:4]2[c:9]([cH:10][c:11]([O:13][CH3:14])[c:12]1[Cl:22])[O:8][CH:7]([C:15]([F:16])([F:17])[F:18])[C:6]([C:19](=[O:20])[OH:21])=[CH:5]2. Starting materials: BrC=1C=CC=C2C(=NC(=NC12)Cl)N1CCOCC1 (8-bromo-2-chloro-4-morpholin-4-yl-quinazoline), OC=1C=C(C=CC1)B(O)O (3-hydroxyphenylboronic acid), C([O-])([O-])=O.[Na+].[Na+] (sodium carbonate), CN(C)C=O (DMF). Reagents/catalysts: Cl[Pd]([P](C1=CC=CC=C1)(C2=CC=CC=C2)C3=CC=CC=C3)([P](C4=CC=CC=C4)(C5=CC=CC=C5)C6=CC=CC=C6)Cl (Pd(PPh3)2Cl2). The solvent is O (water). Reaction conditions: temperature 95 celsius, time 2 hour. Yields the product ClC1=NC2=C(C=CC=C2C(=N1)N1CCOCC1)C=1C=C(C=CC1)O (3-(2-Chloro-4-morpholin-4-ylquinazolin-8-yl)-phenol). Isolated yield 60.7%. RXN SMILES: Br[C:2]1[CH:3]=[CH:4][CH:5]=[C:6]2[C:11]=1[N:10]=[C:9]([Cl:12])[N:8]=[C:7]2[N:13]1[CH2:18][CH2:17][O:16][CH2:15][CH2:14]1.[OH:19][C:20]1[CH:21]=[C:22](B(O)O)[CH:23]=[CH:24][CH:25]=1.C(=O)([O-])[O-].[Na+].[Na+].CN(C=O)C>Cl[Pd](Cl)([P](C1C=CC=CC=1)(C1C=CC=CC=1)C1C=CC=CC=1)[P](C1C=CC=CC=1)(C1C=CC=CC=1)C1C=CC=CC=1.O>[Cl:12][C:9]1[N:8]=[C:7]([N:13]2[CH2:18][CH2:17][O:16][CH2:15][CH2:14]2)[C:6]2[C:11](=[C:2]([C:24]3[CH:25]=[C:20]([OH:19])[CH:21]=[CH:22][CH:23]=3)[CH:3]=[CH:4][CH:5]=2)[N:10]=1 |f:2.3.4,^1:42,61|. Procedure details: To a 50 mL round bottom flask, 8-bromo-2-chloro-4-morpholin-4-yl-quinazoline (150 mg, 0.00046 mol), 3-hydroxyphenylboronic acid (57 mg, 0.00041 mol), sodium carbonate (97 mg, 0.00091 mol), DMF (10 mL) and water (5 mL) were added. The reaction mixture was degassed with nitrogen for 5-10 min. To the same flask Pd(PPh3)2Cl2 (16 mg, 0.000022 mol) was added and again degassed with nitrogen for 5-10 min. The reaction mixture was stirred at 95° C. for 2 h. The reaction mixture was cooled and diluted wi... Starting materials: [N+](=O)([O-])C=1C=C(C(=CC1)F)C=1OC2=C(N1)C=C(C=C2)Br (2-(3-nitro-6-fluorophenyl)-5-bromobenzoxazole), C(CC)N (propylamine). The product is [N+](=O)([O-])C=1C=C(C(=CC1)NCCC)C=1OC2=C(N1)C=C(C=C2)Br (2-(3-Nitro-6-propylaminophenyl)-5-bromobenzoxazole). Reaction SMILES: [N+:1]([C:4]1[CH:5]=[C:6]([C:11]2[O:12][C:13]3[CH:19]=[CH:18][C:17]([Br:20])=[CH:16][C:14]=3[N:15]=2)[C:7](F)=[CH:8][CH:9]=1)([O-:3])=[O:2].[CH2:21]([NH2:24])[CH2:22][CH3:23]>>[N+:1]([C:4]1[CH:5]=[C:6]([C:11]2[O:12][C:13]3[CH:19]=[CH:18][C:17]([Br:20])=[CH:16][C:14]=3[N:15]=2)[C:7]([NH:24][CH2:21][CH2:22][CH3:23])=[CH:8][CH:9]=1)([O-:3])=[O:2]. Procedure details: Prepared by the method of Example 54a), from 2-(3-nitro-6-fluorophenyl)-5-bromobenzoxazole (576 mg, 2.0 mmol) and propylamine (492 μL, 6.0 mmol) the subtitle compound was obtained. The product was used directly in the next step without purification. Reactants: C(=O)(O)CC1=CC=C(CCCNC2=C(C=CC=C2)[C@H]2CC=3C=CC(=CC3CC2)OC(C(C)(C)C)=O)C=C1 (pivalic acid (R)-6-{2-[(4-carboxymethylbenzyl)ethylamino]phenyl}-5,6,7,8-tetrahydronaphthalen-2-yl ester), Cl.C12CCC(CC1)N2 (7-azabicyclo[2.2.1]heptane hydrochloride). Yields the product C12CCC(CC1)N2CCC2=CC=C(CCCNC1=C(C=CC=C1)[C@H]1CC=3C=CC(=CC3CC1)O)C=C2 ((R)-6-{2-{{4-[2-(7-Azabicyclo[2.2.1]hept-7-yl)ethyl]benzyl}ethylamino}phenyl}-5,6,7,8-tetrahydronaphthalen-2-ol). The yield is 23.0%. Reaction SMILES: [C:1]([CH2:4][C:5]1[CH:37]=[CH:36][C:8]([CH2:9][CH2:10][CH2:11][NH:12][C:13]2[CH:18]=[CH:17][CH:16]=[CH:15][C:14]=2[C@@H:19]2[CH2:28][CH2:27][C:26]3[CH:25]=[C:24]([O:29]C(=O)C(C)(C)C)[CH:23]=[CH:22][C:21]=3[CH2:20]2)=[CH:7][CH:6]=1)(O)=O.Cl.[CH:39]12[NH:45][CH:42]([CH2:43][CH2:44]1)[CH2:41][CH2:40]2>>[CH:42]12[N:45]([CH2:1][CH2:4][C:5]3[CH:6]=[CH:7][C:8]([CH2:9][CH2:10][CH2:11][NH:12][C:13]4[CH:18]=[CH:17][CH:16]=[CH:15][C:14]=4[C@@H:19]4[CH2:28][CH2:27][C:26]5[CH:25]=[C:24]([OH:29])[CH:23]=[CH:22][C:21]=5[CH2:20]4)=[CH:36][CH:37]=3)[CH:39]([CH2:44][CH2:43]1)[CH2:40][CH2:41]2 |f:1.2|. Reported procedure: Synthesized from pivalic acid (R)-6-{2-[(4-carboxymethylbenzyl)ethylamino]phenyl}-5,6,7,8-tetrahydronaphthalen-2-yl ester (28 mg) and 7-azabicyclo[2.2.1]heptane hydrochloride (38 mg) according to an analogous synthetic method to Example 715 and purified by LC-MS, the title compound (6.2 mg) was obtained. Reactants: ClC1=C(C=C(C=C1)C1=NC=2N(C(=C1)C(F)F)N=CC2C#C)C (5-(4-chloro-3-methyl-phenyl)-7-difluoromethyl-3-ethynyl-pyrazolo[1,5-a]pyrimidine), BrC1=CC=C(S1)S(=O)(=O)N1CCN(CC1)C (1-(5-Bromo-thiophene-2-sulfonyl)-4-methyl-piperazine). Product: ClC1=C(C=C(C=C1)C1=NC=2N(C(=C1)C(F)F)N=CC2C#CC=2SC(=CC2)S(=O)(=O)N2CCN(CC2)C)C (5-(4-Chloro-3-methyl-phenyl)-7-difluoromethyl-3-[5-(4-methyl-piperazine-1-sulfonyl)-thiophen-2-ylethynyl]-pyrazolo[1,5-a]pyrimidine), solid. The yield is 71.0%. As a reaction SMILES: [Cl:1][C:2]1[CH:7]=[CH:6][C:5]([C:8]2[CH:13]=[C:12]([CH:14]([F:16])[F:15])[N:11]3[N:17]=[CH:18][C:19]([C:20]#[CH:21])=[C:10]3[N:9]=2)=[CH:4][C:3]=1[CH3:22].Br[C:24]1[S:28][C:27]([S:29]([N:32]2[CH2:37][CH2:36][N:35]([CH3:38])[CH2:34][CH2:33]2)(=[O:31])=[O:30])=[CH:26][CH:25]=1>>[Cl:1][C:2]1[CH:7]=[CH:6][C:5]([C:8]2[CH:13]=[C:12]([CH:14]([F:15])[F:16])[N:11]3[N:17]=[CH:18][C:19]([C:20]#[C:21][C:24]4[S:28][C:27]([S:29]([N:32]5[CH2:37][CH2:36][N:35]([CH3:38])[CH2:34][CH2:33]5)(=[O:30])=[O:31])=[CH:26][CH:25]=4)=[C:10]3[N:9]=2)=[CH:4][C:3]=1[CH3:22]. Procedure details: The title compound was prepared from 5-(4-chloro-3-methyl-phenyl)-7-difluoromethyl-3-ethynyl-pyrazolo[1,5-a]pyrimidine (example C.16) (159 mg, 0.5 mmol) and 1-(5-bromo-thiophene-2-sulfonyl)-4-methyl-piperazine (example B.50) (163 mg, 0.5 mmol) according to general procedure II. Obtained as a yellow solid (200 mg, 71%). MS (ISP) 562.3 [(M+H)+]; mp 191° C. Reactants: [Li]N([Si](C)(C)C)[Si](C)(C)C (LiN(TMS)2), FC(S(=O)(=O)OC1=CC=C2C(=C(N(C2=C1)CC1=NC=CC=C1)C(C)C)C(NCC1=CC(=C(C=C1)F)F)=O)(F)F (3-(3,4-difluorobenzylcarbamoyl)-2-isopropyl-1-(pyridin-2-ylmethyl)-1H-indol-6-yl trifluoromethanesulfonate), FC(S(=O)(=O)OC1=CC=C2C(=C(N(C2=C1)CC1=NC=CC=C1)C(C)C)C(NCC1=CC(=C(C=C1)F)F)=O)(F)F (3-(3,4-difluorobenzylcarbamoyl)-2-isopropyl-1-(pyridin-2-ylmethyl)-1H-indol-6-yl trifluoromethanesulfonate), N1CCOCC1 (morpholine), CC(C)C1=CC(=C(C(=C1)C(C)C)C2=C(C=CC=C2)P(C3CCCCC3)C4CCCCC4)C(C)C (X-Phos). Reagents/catalysts: C=1C=CC(=CC1)/C=C/C(=O)/C=C/C2=CC=CC=C2.C=1C=CC(=CC1)/C=C/C(=O)/C=C/C2=CC=CC=C2.C=1C=CC(=CC1)/C=C/C(=O)/C=C/C2=CC=CC=C2.[Pd].[Pd] (Pd2 (dba)3). The solvent is CCOC(=O)C (EtOAc), C1(=CC=CC=C1)C (toluene). Reaction conditions: temperature 110 celsius, time 12 hour. Yields the product FC=1C=C(CNC(=O)C2=C(N(C3=CC(=CC=C23)N2CCOCC2)CC2=NC=CC=C2)C(C)C)C=CC1F (N-(3,4-Difluorobenzyl)-2-isopropyl-6-morpholino-1-(pyridin-2-ylmethyl)-1H-indole-3-carboxamide). RXN SMILES: FC(F)(F)S(O[C:7]1[CH:15]=[C:14]2[C:10]([C:11]([C:26](=[O:37])[NH:27][CH2:28][C:29]3[CH:34]=[CH:33][C:32]([F:35])=[C:31]([F:36])[CH:30]=3)=[C:12]([CH:23]([CH3:25])[CH3:24])[N:13]2[CH2:16][C:17]2[CH:22]=[CH:21][CH:20]=[CH:19][N:18]=2)=[CH:9][CH:8]=1)(=O)=O.[NH:40]1[CH2:45][CH2:44][O:43][CH2:42][CH2:41]1.[Li]N([Si](C)(C)C)[Si](C)(C)C.CC(C1C=C(C(C)C)C(C2C=CC=CC=2P(C2CCCCC2)C2CCCCC2)=C(C(C)C)C=1)C>C1(C)C=CC=CC=1.CCOC(C)=O.C1C=CC(/C=C/C(/C=C/C2C=CC=CC=2)=O)=CC=1.C1C=CC(/C=C/C(/C=C/C2C=CC=CC=2)=O)=CC=1.C1C=CC(/C=C/C(/C=C/C2C=CC=CC=2)=O)=CC=1.[Pd].[Pd]>[F:36][C:31]1[CH:30]=[C:29]([CH:34]=[CH:33][C:32]=1[F:35])[CH2:28][NH:27][C:26]([C:11]1[C:10]2[C:14](=[CH:15][C:7]([N:40]3[CH2:45][CH2:44][O:43][CH2:42][CH2:41]3)=[CH:8][CH:9]=2)[N:13]([CH2:16][C:17]2[CH:22]=[CH:21][CH:20]=[CH:19][N:18]=2)[C:12]=1[CH:23]([CH3:24])[CH3:25])=[O:37] |f:6.7.8.9.10|. Procedure: To a solution of 3-(3,4-difluorobenzylcarbamoyl)-2-isopropyl-1-(pyridin-2-ylmethyl)-1H-indol-6-yl trifluoromethanesulfonate (Compound 202, 100 mg, 0.18 mmol) in toluene (10 ml) at 25° C., bubbled with argon then added morpholine (22 mg, 0.25 mmol), LiN(TMS)2 (1M in THF, 0.37 ml, 0.40 mmol), Pd2 (dba)3 (3.2 mg, 0.0035 mmol), and X-Phos (4 mg, 0.011 mmol). The reaction was stirred for 12 h at 110° C., diluted with EtOAc, the organic layer was washed with brine, dried over Na2SO4, and concentrated ... Starting materials: C(=O)C1=CC=C(OC(C(=O)OCC)C)C=C1 (ethyl 2-(4-formylphenoxy)propionate), C1(=CC=CC=C1)C (toluene), C(C)(=O)OO (peracetic acid). Run in O (water), O (water). Yields the product OC1=CC=C(OC(C(=O)OCC)C)C=C1 ((+)-ethyl 2-(4-hydroxyphenoxy)propionate). The yield is 77.5%. Reaction SMILES: C([C:3]1[CH:16]=[CH:15][C:6]([O:7][CH:8]([CH3:14])[C:9]([O:11][CH2:12][CH3:13])=[O:10])=[CH:5][CH:4]=1)=O.C1(C)C=CC=CC=1.C(OO)(=[O:26])C>O>[OH:26][C:3]1[CH:16]=[CH:15][C:6]([O:7][CH:8]([CH3:14])[C:9]([O:11][CH2:12][CH3:13])=[O:10])=[CH:5][CH:4]=1. Procedure details: While stirring a mixture of 22.5 g of ethyl 2-(4-formylphenoxy)propionate ([α]D25 =+51.5°) and 60 g of toluene at room temperature, 22.8 g of 40% peracetic acid was dropwise added. After stirring at 20° to 30° C. for 2 hours and at 50° C. for 2 hours, 0.2 g of water was added, and the mixture was stirred for 2 hours. After cooling the reaction mixture to room temperature, 40 g of water was added. The aqueous layer was separated. The organic layer was washed with 40 g of water, followed by washin...